From a dataset of the Open Reaction Database (ORD), a public repository of structured organic reaction records. describe an organic reaction: reactants, conditions, products, and yield Reactants: C(C)(C)(C)OC(=O)N1CC2=C(CC1)NC(=N2)I (2-iodo-1,4,6,7-tetrahydro-imidazo[4,5-c]pyridine-5-carboxylic acid tert-butyl ester), [H-].[Na+] (NaH), C[Si](C)(C)CCOCCl (SEM-Cl). Run in C1CCOC1 (THF). Conditions: time 1.5 hour. Product: C(C)(C)(C)OC(=O)N1CC2=C(CC1)N(C(=N2)I)COCC[Si](C)(C)C (2-Iodo-1-(2-trimethylsilanyl-ethoxymethyl)-1,4,6,7-tetrahydro-imidazo[4,5-c]pyridine-5-carboxylic acid tert-butyl ester). Yield: 98.8%. RXN SMILES: [C:1]([O:5][C:6]([N:8]1[CH2:13][CH2:12][C:11]2[NH:14][C:15]([I:17])=[N:16][C:10]=2[CH2:9]1)=[O:7])([CH3:4])([CH3:3])[CH3:2].[H-].[Na+].[CH3:20][Si:21]([CH2:24][CH2:25][O:26][CH2:27]Cl)([CH3:23])[CH3:22]>C1COCC1>[C:1]([O:5][C:6]([N:8]1[CH2:13][CH2:12][C:11]2[N:14]([CH2:27][O:26][CH2:25][CH2:24][Si:21]([CH3:23])([CH3:22])[CH3:20])[C:15]([I:17])=[N:16][C:10]=2[CH2:9]1)=[O:7])([CH3:4])([CH3:2])[CH3:3] |f:1.2|. Procedure details: To a solution of 2-iodo-1,4,6,7-tetrahydro-imidazo[4,5-c]pyridine-5-carboxylic acid tert-butyl ester (Preparation 21, 17.25 g, 49.4 mmol) in THF (250 mL) was added NaH (60% in paraffin oil, 2.08 g, 51.9 mmol) and the resulting solution was stirred at room temperature for 1.5 hours. The reaction mixture was cooled to 0° C. and SEM-Cl (9.18 mL, 51.9 mmol) was added dropwise. The reaction was stirred at room temperature for 18 hours, cooled to 0° C. and quenched carefully with water (500 mL). The r... Reactants: CCOC(OCC)c1cc(C(CC(C)C)NC(=O)OCc2ccccc2)no1, CC(C)=O, [Na+], O=C([O-])O, O=S(=O)(O)O. Yields the product CC(C)CC(NC(=O)OCc1ccccc1)c1cc(C=O)on1. RXN SMILES: [CH2:1]([c:2]1[cH:3][cH:4][cH:5][cH:6][cH:7]1)[O:8][C:9]([NH:10][CH:11]([CH2:12][CH:13]([CH3:14])[CH3:15])[c:16]1[n:17][o:18][c:19]([CH:21]([O:22][CH2:26][CH3:27])[O:23][CH2:24][CH3:25])[cH:20]1)=[O:28].[CH3:39][C:40](=[O:41])[CH3:42].[Na+:38].[O-:34][C:35]([OH:36])=[O:37].[S:29](=[O:30])(=[O:31])([OH:32])[OH:33]>>[CH2:1]([c:2]1[cH:3][cH:4][cH:5][cH:6][cH:7]1)[O:8][C:9]([NH:10][CH:11]([CH2:12][CH:13]([CH3:14])[CH3:15])[c:16]1[n:17][o:18][c:19]([CH:21]=[O:22])[cH:20]1)=[O:28]. Reported procedure: A solution of 6.50 g of 2-[4-(2,3-epoxypropoxy)-phenyl]-thiazole and 7.25 g of 5-[2-(benzylamino)-ethoxy]-salicylamide in 150 ml of isopropanol is heated under reflux for 18 hours and the solvent is subsequently removed in a rotary evaporator. The 1-[N-benzyl-2-(3-carbamoyl-4-hydroxyphenoxy)-ethylamino]-3-[4-(thiazol-2-yl)-phenoxy]-2-propanol, obtained in the form of an oil, is further processed in that form. Run in C(C)(C)O (isopropanol). The product is C(C1=CC=CC=C1)N(CC(COC1=CC=C(C=C1)C=1SC=CN1)O)CCOC1=CC(=C(C=C1)O)C(N)=O (1-[N-benzyl-2-(3-carbamoyl-4-hydroxyphenoxy)-ethylamino]-3-[4-(thiazol-2-yl)-phenoxy]-2-propanol). Reaction SMILES: [O:1]1[CH2:16][CH:2]1[CH2:3][O:4][C:5]1[CH:10]=[CH:9][C:8]([C:11]2[S:12][CH:13]=[CH:14][N:15]=2)=[CH:7][CH:6]=1.[CH2:17]([NH:24][CH2:25][CH2:26][O:27][C:28]1[CH:36]=[C:32]([C:33]([NH2:35])=[O:34])[C:31]([OH:37])=[CH:30][CH:29]=1)[C:18]1[CH:23]=[CH:22][CH:21]=[CH:20][CH:19]=1>C(O)(C)C>[CH2:17]([N:24]([CH2:25][CH2:26][O:27][C:28]1[CH:29]=[CH:30][C:31]([OH:37])=[C:32]([C:33](=[O:34])[NH2:35])[CH:36]=1)[CH2:16][CH:2]([OH:1])[CH2:3][O:4][C:5]1[CH:10]=[CH:9][C:8]([C:11]2[S:12][CH:13]=[CH:14][N:15]=2)=[CH:7][CH:6]=1)[C:18]1[CH:23]=[CH:22][CH:21]=[CH:20][CH:19]=1. Reactants: O1C(COC2=CC=C(C=C2)C=2SC=CN2)C1 (2-[4-(2,3-epoxypropoxy)-phenyl]-thiazole), C(C1=CC=CC=C1)NCCOC1=CC=C(C(C(=O)N)=C1)O (5-[2-(benzylamino)-ethoxy]-salicylamide). The reactants are FC1=CC=C(C(=O)N)C=C1 (4-Fluorobenzamide), COC=1C=CC(=CC1)P2(=S)SP(=S)(S2)C=3C=CC(=CC3)OC (Lawesson's reagent). Run in C1=CC=CC=C1 (benzene). Product: FC1=CC=C(C(=S)N)C=C1 (4-fluorothiobenzamide). The yield is 146.8%. RXN SMILES: [F:1][C:2]1[CH:10]=[CH:9][C:5]([C:6]([NH2:8])=O)=[CH:4][CH:3]=1.COC1C=CC(P2(SP(C3C=CC(OC)=CC=3)(=S)S2)=[S:20])=CC=1>C1C=CC=CC=1>[F:1][C:2]1[CH:10]=[CH:9][C:5]([C:6]([NH2:8])=[S:20])=[CH:4][CH:3]=1. Procedure details: 4-Fluorobenzamide (5.0 g, 35.9 mmol) in benzene (100 ml) is added Lawesson's reagent (7.27 g, 18.0 mmol) and the resulting solution is heated to reflux for 1 hour. The solution is cooled to room temperature, concentrated and water (150 ml) added. The mixture is heated to reflux for 3 hours, and cooled to room temperature. The precipitate is filtered and dried under vacuum to yield 4-fluorothiobenzamide as a yellow solid (4.1 g, 71%). The reactants are [BH3-]C#N.[Na+] (NaCNBH3), Cl.NC1=C(N=CN1)C(=O)N (5-amino-4-imidazolecarboxamide hydrochloride), C(C)OC=1C(=NC=CC1OCCOCC)C=O (3-ethoxy-4-(2-ethoxyethoxy)pyridine-2-carbaldehyde). Solvent: CO (MeOH). Conditions: time 2 day. Yields the product C(C)OC=1C(=NC=CC1OCCOCC)CNC=1N=CNC1C(=O)N (4-({[3-Ethoxy-4-(2-ethoxyethoxy)pyridin-2-yl]methyl}amino)-1H-imidazole-5-carboxamide). RXN SMILES: [BH3-]C#N.[Na+].Cl.[NH2:6][C:7]1[NH:11][CH:10]=[N:9][C:8]=1[C:12]([NH2:14])=[O:13].[CH2:15]([O:17][C:18]1[C:19]([CH:30]=O)=[N:20][CH:21]=[CH:22][C:23]=1[O:24][CH2:25][CH2:26][O:27][CH2:28][CH3:29])[CH3:16]>CO>[CH2:15]([O:17][C:18]1[C:19]([CH2:30][NH:6][C:7]2[N:11]=[CH:10][NH:9][C:8]=2[C:12]([NH2:14])=[O:13])=[N:20][CH:21]=[CH:22][C:23]=1[O:24][CH2:25][CH2:26][O:27][CH2:28][CH3:29])[CH3:16] |f:0.1,2.3|. Procedure: NaCNBH3 (0.046 g, 0.73 mmol) was added in portions to a stirred solution of 5-amino-4-imidazolecarboxamide hydrochloride (0.150 g, 0.92 mmol) and 3-ethoxy-4-(2-ethoxyethoxy)pyridine-2-carbaldehyde (0.220 g, 0.92 mmol, obtained from Example 4(d)) in MeOH (1.5 mL) at r.t. over 10 minutes. The reaction mixture was stirred at r.t. for 2 days. The mixture was filtrated and the filtrate was evaporated in vacuo to give a crude of the title compound in quantitative yield. MS (ESI) m/z 364 (M+1). The reactants are C(C1=CC=CC=C1)OC(NC[C@@H](CC=C)O)=O (((R)-2-hydroxy-pent-4-enyl)-carbamic acid benzyl ester), C[N+]1(CCOCC1)[O-] (4-methyl-morpholine-4-oxide), S(=O)([O-])[O-].[Na+].[Na+] (sodium sulfite), I(=O)(=O)(=O)[O-].[Na+] (sodium metaperiodate). Reagents/catalysts: [Os](=O)(=O)(=O)=O (osmium(VIII) oxide). Solvent: CC(=O)C.C1CCOC1.O (acetone THF water). Reaction conditions: time 45 minute. The product is C(C1=CC=CC=C1)OC(NC[C@@H](CC=O)O)=O (((R)-2-Hydroxy-4-oxo-butyl)-carbamic acid benzyl ester). The yield is 133.0%. Reaction SMILES: [CH2:1]([O:8][C:9](=[O:17])[NH:10][CH2:11][C@H:12]([OH:16])[CH2:13][CH:14]=C)[C:2]1[CH:7]=[CH:6][CH:5]=[CH:4][CH:3]=1.C[N+]1([O-])CC[O:22]CC1.I([O-])(=O)(=O)=O.[Na+].S([O-])([O-])=O.[Na+].[Na+]>CC(C)=O.C1COCC1.O.[Os](=O)(=O)(=O)=O>[CH2:1]([O:8][C:9](=[O:17])[NH:10][CH2:11][C@H:12]([OH:16])[CH2:13][CH:14]=[O:22])[C:2]1[CH:7]=[CH:6][CH:5]=[CH:4][CH:3]=1 |f:2.3,4.5.6,7.8.9|. Procedure details: A mixture of ((R)-2-hydroxy-pent-4-enyl)-carbamic acid benzyl ester (690 mg, 2.35 mmol), osmium(VIII) oxide (4% solution in water, 0.22 mL, 35 μmol), and 4-methyl-morpholine-4-oxide (50% solution in water, 0.27 mL, 1.29 mmol) in acetone/THF/water 6:2:1 (6 mL) was stirred for 45 min at RT, then sodium metaperiodate (1.51 g, 7.04 mmol) was added, then after 16 h 10% aq. sodium sulfite solution (5.5 mL) was added. The reaction mixture was partitioned between EtOAc and water, the organic layer was w... As a reaction SMILES: Cl.ClC[C:4]1[C:9]([CH2:10][CH2:11][NH:12][C:13](=[O:15])[CH3:14])=[CH:8][C:7]([O:16][CH3:17])=[C:6]([O:18][CH3:19])[CH:5]=1>>[C:13]([NH:12][CH2:11][CH2:10][C:9]1[CH:4]=[CH:5][C:6]([O:18][CH3:19])=[C:7]([O:16][CH3:17])[CH:8]=1)(=[O:15])[CH3:14]. The product is C(C)(=O)NCCC1=CC(OC)=C(OC)C=C1 (N-Acetylhomoveratrylamine). Starting materials: Cl (hydrochloride), ClCC1=CC(=C(C=C1CCNC(C)=O)OC)OC (N-(6-chloromethyl-3,4-dimethoxyphenethyl)acetamide). Procedure: A sample of this material was recrystallized from ethyl acetate and obtained as clusters of sword-shaped crystals, m.p. 151°-153° dec with evolution of HCl. This substance is the hydrochloride of N-(6-chloromethyl-3,4-dimethoxyphenethyl)acetamide. The reactants are N1(CCNC2=CC=CC=C12)C1=CC=C(C(=O)OC)C=C1 (methyl 4-(3,4-dihydroquinoxalin-1(2H)-yl)benzoate), ClCCl (dichloromethane), Cl.Cl.N1CC(CC1)C=1C=NNC1 (4-(pyrrolidin-3-yl)-1H-pyrazole dihydrochloride), ClC(Cl)(OC(OC(Cl)(Cl)Cl)=O)Cl (triphosgene). Solvent: C(C)N(CC)CC (triethylamine), C(C)N(CC)CC (triethylamine). Run at temperature 4 celsius, time 4 hour. The product is N1N=CC(=C1)C1CN(CC1)C(=O)N1CCN(C2=CC=CC=C12)C1=CC=C(C(=O)OC)C=C1 (methyl 4-[4-{[3-(1H-pyrazol-4-yl)pyrrolidin-1-yl]carbonyl}-3,4-dihydroquinoxalin-1(2H)-yl]benzoate). Isolated yield 242.7%. Reaction SMILES: [N:1]1([C:11]2[CH:20]=[CH:19][C:14]([C:15]([O:17][CH3:18])=[O:16])=[CH:13][CH:12]=2)[C:10]2[C:5](=[CH:6][CH:7]=[CH:8][CH:9]=2)[NH:4][CH2:3][CH2:2]1.ClCCl.ClC(Cl)(O[C:28](=[O:34])OC(Cl)(Cl)Cl)Cl.Cl.Cl.[NH:38]1[CH2:42][CH2:41][CH:40]([C:43]2[CH:44]=[N:45][NH:46][CH:47]=2)[CH2:39]1>C(N(CC)CC)C>[NH:45]1[CH:44]=[C:43]([CH:40]2[CH2:41][CH2:42][N:38]([C:28]([N:4]3[C:5]4[C:10](=[CH:9][CH:8]=[CH:7][CH:6]=4)[N:1]([C:11]4[CH:20]=[CH:19][C:14]([C:15]([O:17][CH3:18])=[O:16])=[CH:13][CH:12]=4)[CH2:2][CH2:3]3)=[O:34])[CH2:39]2)[CH:47]=[N:46]1 |f:3.4.5|. Reported procedure: 2.7 g of methyl 4-(3,4-dihydroquinoxalin-1(2H)-yl)benzoate and 50 ml of dichloromethane are introduced into a three-necked flask equipped with a magnetic stirrer and placed under an inert atmosphere. After cooling to 4° C., 4.2 ml of triethylamine and 1.19 g of triphosgene are successively added. The reaction medium is stirred at ambient temperature for 4 h. 2.11 g of 4-(pyrrolidin-3-yl)-1H-pyrazole dihydrochloride and 1.4 ml of triethylamine are then introduced and the mixture is stirred at amb...